The task is: describe an organic reaction: reactants, conditions, products, and yield. This data is from the Open Reaction Database (ORD), a public repository of structured organic reaction records. Starting materials: FC=1C=C2CCC(C2=CC1)=O (5-fluoro-1-indanone), C(C)OCC (diethyl ether), solution, C1(CC1)[Mg]Br (cyclopropylmagnesium bromide). Run in O1CCCC1 (tetrahydrofuran). Run at time 8 hour. The product is C1(CC1)C1(CCC2=CC(=CC=C12)F)O (1-Cyclopropyl-5-fluoro-2,3-dihydro-1H-inden-1-ol). Reaction SMILES: [F:1][C:2]1[CH:3]=[C:4]2[C:8](=[CH:9][CH:10]=1)[C:7](=[O:11])[CH2:6][CH2:5]2.C(OCC)C.[CH:17]1([Mg]Br)[CH2:19][CH2:18]1>O1CCCC1>[CH:17]1([C:7]2([OH:11])[C:8]3[C:4](=[CH:3][C:2]([F:1])=[CH:10][CH:9]=3)[CH2:5][CH2:6]2)[CH2:19][CH2:18]1. Procedure details: 2.00 g (13.3 mmol) of 5-fluoro-1-indanone were introduced into 50 ml of diethyl ether at RT, 40 ml (20.0 mmol) of a 0.5N solution of cyclopropylmagnesium bromide in tetrahydrofuran were added, and the mixture was stirred at RT overnight. The reaction mixture was added to a saturated, ice-cold aqueous ammonium chloride solution, the phases were separated, the aqueous phase was extracted with dichloromethane, and the combined organic phases were dried over magnesium sulfate, filtered and concentra... Starting materials: C(C1=CC=C(C(=O)O)C=C1)(=O)O (terephthalic acid), C(CCCCC#N)#N (adiponitrile), dinitriles, mixture, dinitriles, P(O)(O)(O)=O (orthophosphoric acid). The product is imide, C(#N)C1=CC=C(C=C1)C#N (1,4-dicyanobenzene). As a reaction SMILES: [C:1](#[N:8])[CH2:2][CH2:3][CH2:4][CH2:5][C:6]#[N:7].[C:9](O)(=O)[C:10]1C=CC(C(O)=O)=CC=1.P(=O)(O)(O)O>>[C:6]([C:5]1[CH:10]=[CH:9][C:2]([C:1]#[N:8])=[CH:3][CH:4]=1)#[N:7]. Procedure details: 650 g (6.0 mol) of a mixture of dinitriles (85% MGN, 12% ESN, 3% AdN by weight) which are by-products of adiponitrile synthesis are introduced into a 2000-ml reactor. 167 g of terephthalic acid (1.0 mol) are added to this heterogeneous medium, followed by 5 g of 85% orthophosphoric acid. The reaction medium is heated at the reflux of the dinitriles and these conditions are maintained for 5 h. Respective yields of imide mixture and of 1,4-dicyanobenzene of 96% and 95% are obtained by GC analysis. Starting materials: cuprous iodide, O (water), IC=1C=C2C=CNC2=CC1 (5-iodoindole), ClC1=C(C(=CC=C1)C=O)SC1=C(C=C(C=C1)\C=C\C(=O)N1CCN(CC1)C(C)=O)Cl ((2-Chloro-6-formylphenyl)[2-chloro-4-(E-((4-acetylpiperazin-1-yl)carbonyl) ethenyl)phenyl]sulfide), C(=O)([O-])[O-].[K+].[K+] (K2CO3). The solvent is CN(C)C=O (DMF). Run at temperature 120 celsius. Product: N1C=CC2=CC(=CC=C12)SC1=C(C=C(C=C1)\C=C\C(=O)N1CCN(CC1)C(C)=O)Cl ((5-Indolyl)[2-chloro-4-(E-((4-acetylpiperazin-1-yl)carbonyl) ethenyl)phenyl]sulfide). As a reaction SMILES: I[C:2]1[CH:3]=[C:4]2[C:8](=[CH:9][CH:10]=1)[NH:7][CH:6]=[CH:5]2.ClC1C=CC=C(C=O)C=1[S:20][C:21]1[CH:26]=[CH:25][C:24](/[CH:27]=[CH:28]/[C:29]([N:31]2[CH2:36][CH2:35][N:34]([C:37](=[O:39])[CH3:38])[CH2:33][CH2:32]2)=[O:30])=[CH:23][C:22]=1[Cl:40].C([O-])([O-])=O.[K+].[K+].O>CN(C=O)C>[NH:7]1[C:8]2[C:4](=[CH:3][C:2]([S:20][C:21]3[CH:26]=[CH:25][C:24](/[CH:27]=[CH:28]/[C:29]([N:31]4[CH2:32][CH2:33][N:34]([C:37](=[O:39])[CH3:38])[CH2:35][CH2:36]4)=[O:30])=[CH:23][C:22]=3[Cl:40])=[CH:10][CH:9]=2)[CH:5]=[CH:6]1 |f:2.3.4|. Reported procedure: To a stirred solution of 5-iodoindole (255 mg, 1.05 mmol) in 5.0 mL of anhydrous DMF was added the potassium thiolate (457 mg, 1.26 mmol) from Example 65B, followed by K2CO3 (174 mg, 1.26 mmol), and cuprous iodide (20 mg, 0.11 mmol). The resulting mixture was then heated at 120° C. for overnight. The reaction mixture was then allowed to cool to ambient temperature and poured into water. The aqueous mixture was extracted twice with 25 mL of ethyl acetate. The combined organic layer was then washe... The reactants are Cl (hydrochloric acid), [H-].[Na+] (sodium hydride), CN(C=O)C (dimethylformamide), [H][H] (hydrogen), COC(=O)C1C(CCC1)=O (2-methoxycarbonylcylopentanone). The product is CC1(C(CCC1)=O)C(=O)OC (methyl 1-methyl-2-oxocylopentanecarboxylate). Reaction SMILES: [H-].[Na+].[CH3:3][O:4][C:5]([CH:7]1[CH2:11][CH2:10][CH2:9][C:8]1=[O:12])=[O:6].[H][H].Cl.[CH3:16]N(C)C=O>>[CH3:16][C:7]1([C:5]([O:4][CH3:3])=[O:6])[CH2:11][CH2:10][CH2:9][C:8]1=[O:12] |f:0.1|. Reported procedure: 2.52 g of sodium hydride (60% oily sodium hydride washed with anhydrous benzene) was added to 50 ml of anhydrous dimethylformamide under nitrogen atmosphere while stirring. 14.2 g of 2-methoxycarbonylcylopentanone was added to the mixture, followed by stirring at room temperature until generation of hydrogen was terminated. Next, 15 g of methyl iodide was added, and the mixture was stirred for a further 2 hours at 60° C. The reaction mixture thus obtained was poured into 300 ml of diluted hydroc... Reactants: C(C(C)(C)C)Br (neopentyl bromide), metal, [Mg] (magnesium), C(C)OCC (diethyl ether), CO (methanol), C(CC)[Si](OC)(OC)OC (n-propyltrimethoxysilane), C(C)OCC (diethyl ether), C(C(C)(C)C)Br (neopentyl bromide), C(CC)[Si](OC)(OC)OC (n-propyltrimethoxysilane). Reagents/catalysts: BrCCBr (1,2-dibromoethane). Conditions: time 50 minute. The product is C(C(C)(C)C)[Si](OC)(OC)CCCCC (neopentyl-n-pentyldimethoxysilane). The yield is 59.5%. Reaction SMILES: [Mg].[CH2:2](Br)[C:3]([CH3:6])([CH3:5])[CH3:4].[CH2:8]([Si:11](OC)([O:14][CH3:15])[O:12][CH3:13])[CH2:9][CH3:10].CO.[CH2:20](OCC)[CH3:21]>BrCCBr>[CH2:2]([Si:11]([CH2:8][CH2:9][CH2:10][CH2:20][CH3:21])([O:14][CH3:15])[O:12][CH3:13])[C:3]([CH3:6])([CH3:5])[CH3:4]. Reported procedure: 473.9 mg (19.5 mmols) of metal magnesium and 19.5 ml of diethyl ether were put into a 100-ml three-neck flask, to which were added a few drops of 1,2-dibromoethane. Then, 2.65 g (17.6 mmols) of neopentyl bromide was dropwise added thereto over a period of 50 minutes. This was ripened under reflux for 8 hours, and the disappearance of neopentyl bromide from it was confirmed. After restored to room temperature, the resulting solution was dropwise added to a solution of 2.60 g (15.8 mmols) of n-pro... The reactants are CC(C)O, Cc1csc2ncnc(Cl)c12, Nc1ccc(Oc2ccccc2)cc1. The product is Cl, Cc1csc2ncnc(Nc3ccc(Oc4ccccc4)cc3)c12. Reaction SMILES: [CH3:26][CH:27]([OH:28])[CH3:29].[Cl:1][c:2]1[c:3]2[c:4]([n:5][cH:6][n:7]1)[s:8][cH:9][c:10]2[CH3:11].[O:12]([c:13]1[cH:14][cH:15][cH:16][cH:17][cH:18]1)[c:19]1[cH:20][cH:21][c:22]([NH2:23])[cH:24][cH:25]1>>[ClH:1].[c:2]1([NH:23][c:22]2[cH:21][cH:20][c:19]([O:12][c:13]3[cH:14][cH:15][cH:16][cH:17][cH:18]3)[cH:25][cH:24]2)[c:3]2[c:4]([n:5][cH:6][n:7]1)[s:8][cH:9][c:10]2[CH3:11]. The reactants are C1CCOC1, C1=Cc2ccccc2CN1, [Na+], [OH-], O. Product: c1ccc2c(c1)CCNC2. As a reaction SMILES: [CH2:13]1[O:14][CH2:15][CH2:16][CH2:17]1.[CH2:1]1[NH:2][CH:3]=[CH:4][c:5]2[cH:6][cH:7][cH:8][cH:9][c:10]21.[Na+:12].[OH-:11].[OH2:18]>>[CH2:1]1[NH:2][CH2:3][CH2:4][c:5]2[cH:6][cH:7][cH:8][cH:9][c:10]21.